Dataset: the Open Reaction Database (ORD), a public repository of structured organic reaction records. Task: describe an organic reaction: reactants, conditions, products, and yield Starting materials: ClC=1C=C(C2=C(CC(O2)CN)C1)C1=CSC=C1 ((±)-(5-chloro-7-thien-3-yl-2,3-dihydro-1-benzofuran-2-yl)methylamine), Intermediate 12, ClC(=O)OCC1=CC=CC=C1 (benzyl chloroformate), C(C)(C)N(CC)C(C)C (diisopropylethylamine). Yields the product C(C1=CC=CC=C1)OC(NCC1OC2=C(C1)C=C(C=C2C2=CSC=C2)Cl)=O ((±)-benzyl(5-chloro-7-thien-3-yl-2,3-dihydro-1-benzofuran-2-yl)methylcarbamate). Yield: 80.2%. RXN SMILES: [Cl:1][C:2]1[CH:3]=[C:4]([C:13]2[CH:17]=[CH:16][S:15][CH:14]=2)[C:5]2[O:9][CH:8]([CH2:10][NH2:11])[CH2:7][C:6]=2[CH:12]=1.Cl[C:19]([O:21][CH2:22][C:23]1[CH:28]=[CH:27][CH:26]=[CH:25][CH:24]=1)=[O:20].C(N(C(C)C)CC)(C)C>>[CH2:22]([O:21][C:19](=[O:20])[NH:11][CH2:10][CH:8]1[CH2:7][C:6]2[CH:12]=[C:2]([Cl:1])[CH:3]=[C:4]([C:13]3[CH:17]=[CH:16][S:15][CH:14]=3)[C:5]=2[O:9]1)[C:23]1[CH:28]=[CH:27][CH:26]=[CH:25][CH:24]=1. Procedure details: Treatment of (±)-(5-chloro-7-thien-3-yl-2,3-dihydro-1-benzofuran-2-yl)methylamine (2.45 g, 8.11 mmol) with benzyl chloroformate (2.07 g, 12.15 mmol) and diisopropylethylamine (3.43 g, 24.32 mmol) generally according to the procedure described for Intermediate 12 provided 2.6 g (81%) of (±)-benzyl(5-chloro-7-thien-3-yl-2,3-dihydro-1-benzofuran-2-yl)methylcarbamate as a white solid. mp 90-92° C.; Anal. calcd. for C21H18ClNO3S: C, 63.07; H, 4.54; N, 3.50. Found: C, 63.44; H, 4.51; N, 3.43. Chiral H... The reactants are [H-].[Na+] (Sodium hydride), ice water, COC(=O)C=1N(C=CC1)NC(=O)OC(C)(C)C (1-tert-butoxycarbonylamino-1H-pyrrole-2-carboxylic acid methyl ester), C(C1=CC=CC=C1)Br (benzyl bromide). Run in CN(C)C=O (DMF). Conditions: time 60 minute. The product is COC(=O)C=1N(C=CC1)N(C(=O)OC(C)(C)C)CC1=CC=CC=C1 (1-(Benzyl-tert-butoxycarbonyl-amino)-1H-pyrrole-2-carboxylic acid methyl ester). Isolated yield 86.2%. RXN SMILES: [H-].[Na+].[CH3:3][O:4][C:5]([C:7]1[N:8]([NH:12][C:13]([O:15][C:16]([CH3:19])([CH3:18])[CH3:17])=[O:14])[CH:9]=[CH:10][CH:11]=1)=[O:6].[CH2:20](Br)[C:21]1[CH:26]=[CH:25][CH:24]=[CH:23][CH:22]=1>CN(C=O)C>[CH3:3][O:4][C:5]([C:7]1[N:8]([N:12]([CH2:20][C:21]2[CH:26]=[CH:25][CH:24]=[CH:23][CH:22]=2)[C:13]([O:15][C:16]([CH3:19])([CH3:18])[CH3:17])=[O:14])[CH:9]=[CH:10][CH:11]=1)=[O:6] |f:0.1|. Procedure: Sodium hydride (105 mg, 2.24 mmol, 60% purity in mineral oil) was added in one portion to a stirred, ice/water-cooled solution of 1-tert-butoxycarbonylamino-1H-pyrrole-2-carboxylic acid methyl ester (448 mg, 1.86 mmol) and benzyl bromide (267 μL, 2.24 mmol) in DMF (8 mL); the mixture was stirred in the cold bath for 60 min, at which time TLC showed complete disappearance of starting material; then poured into diluted, cold ammonium chloride solution to quench, followed by extraction with EtOAc, ...